This data is from the Open Reaction Database (ORD), a public repository of structured organic reaction records. The task is: describe an organic reaction: reactants, conditions, products, and yield Starting materials: CN(C=O)C (N,N-Dimethylformamide), OC1=CC=C(CCN2CCC(CC2)N2CCC3=CC=CC=C23)C=C1 (1-[1-(4-hydroxyphenethyl)piperidin-4-yl]indoline), C([O-])([O-])=O.[K+].[K+] (potassium carbonate), 1-bromo-2-di(t-butyl)dimethylsilyloxyethane, [F-].C(CCC)[N+](CCCC)(CCCC)CCCC (tetrabutylammonium fluoride), resultant mixture. Solvent: O1CCCC1 (tetrahydrofuran), O1CCCC1 (tetrahydrofuran). Reaction conditions: temperature 80 celsius, time 28 hour. Product: OCCOC1=CC=C(CCN2CCC(CC2)N2CCC3=CC=CC=C23)C=C1 (1-{1-[4-(2-hydroxyethoxy)phenethyl]piperidin-4-yl}indoline). Yield: 69.0%. As a reaction SMILES: CN(C)[CH:3]=[O:4].[OH:6][C:7]1[CH:29]=[CH:28][C:10]([CH2:11][CH2:12][N:13]2[CH2:18][CH2:17][CH:16]([N:19]3[C:27]4[C:22](=[CH:23][CH:24]=[CH:25][CH:26]=4)[CH2:21][CH2:20]3)[CH2:15][CH2:14]2)=[CH:9][CH:8]=1.[C:30](=O)([O-])[O-].[K+].[K+].[F-].C([N+](CCCC)(CCCC)CCCC)CCC>O1CCCC1>[OH:4][CH2:3][CH2:30][O:6][C:7]1[CH:8]=[CH:9][C:10]([CH2:11][CH2:12][N:13]2[CH2:14][CH2:15][CH:16]([N:19]3[C:27]4[C:22](=[CH:23][CH:24]=[CH:25][CH:26]=4)[CH2:21][CH2:20]3)[CH2:17][CH2:18]2)=[CH:28][CH:29]=1 |f:2.3.4,5.6|. Procedure: N,N-Dimethylformamide (2.5 ml) was added to 1-[1-(4-hydroxyphenethyl)piperidin-4-yl]indoline (0.1 g), potassium carbonate (0.081 g) and 1-bromo-2-di(t-butyl)dimethylsilyloxyethane (0.20 g) and the resultant mixture was heated and stirred at 80° C. for 28 hr. After allowing to cool, it was extracted with ethyl acetate (200 ml), washed with brine, dried over anhydrous magnesium sulfate and concentrated under reduced pressure. The residue was purified by silica gel column chromatography (hexane/eth...